From a dataset of the Open Reaction Database (ORD), a public repository of structured organic reaction records. describe an organic reaction: reactants, conditions, products, and yield Solvent: O1CCCC1 (tetrahydrofuran). Yield: 88.8%. The reactants are ClC1=NC=NC(=C1)C1=CC=CC=C1 (4-chloro-6-phenylpyrimidine), C(C#C)O (2-propyn-1-ol), O (water), [H-].[Na+] (sodium hydride). Reaction SMILES: Cl[C:2]1[CH:7]=[C:6]([C:8]2[CH:13]=[CH:12][CH:11]=[CH:10][CH:9]=2)[N:5]=[CH:4][N:3]=1.[CH2:14]([OH:17])[C:15]#[CH:16].[H-].[Na+].O>O1CCCC1>[C:8]1([C:6]2[CH:7]=[C:2]([O:17][CH2:14][C:15]#[CH:16])[N:3]=[CH:4][N:5]=2)[CH:13]=[CH:12][CH:11]=[CH:10][CH:9]=1 |f:2.3|. Reported procedure: In 5 ml of tetrahydrofuran were dissolved 194 mg of 4-chloro-6-phenylpyrimidine and 68 mg of 2-propyn-1-ol, to which 50 mg of sodium hydride (60% in oil) was added with stirring at room temperature, followed by further stirring for 3 hours. The reaction mixture was then poured into water and extracted with ethyl acetate. The organic layer was washed with a saturated aqueous sodium chloride solution, dried over anhydrous magnesium sulfate, and then concentrated. The resulting residue was subjecte... Yields the product C1(=CC=CC=C1)C1=NC=NC(=C1)OCC#C (4-phenyl-6-(2-propynyloxy)pyrimidine).